From a dataset of the Open Reaction Database (ORD), a public repository of structured organic reaction records. describe an organic reaction: reactants, conditions, products, and yield Reactants: COC(=O)C1=CC=2CCCC(C2C=C1)=O (5-oxo-5,6,7,8-tetrahydro-naphthalene-2-carboxylic acid methyl ester), CO (MeOH), B1(N2CCC[C@@H]2C(O1)(C3=CC=CC=C3)C4=CC=CC=C4)C ((R)-2-methyl-CBS-oxazaborolidine), solution, BH3—SMe2. The solvent is C1(=CC=CC=C1)C (Toluene), C1CCOC1 (THF), C1(=CC=CC=C1)C (toluene). Conditions: temperature -10 celsius. The product is OCC=1C=C2CCC[C@@H](C2=CC1)O ((S)-6-(hydroxymethyl)-1,2,3,4-tetrahydronaphthalen-1-ol). Reaction SMILES: B1(C)OC(C2C=CC=CC=2)(C2C=CC=CC=2)[C@@H]2N1CCC2.C[O:23][C:24]([C:26]1[CH:35]=[CH:34][C:33]2[C:32](=[O:36])[CH2:31][CH2:30][CH2:29][C:28]=2[CH:27]=1)=O.CO>C1(C)C=CC=CC=1.C1COCC1>[OH:23][CH2:24][C:26]1[CH:27]=[C:28]2[C:33](=[CH:34][CH:35]=1)[C@@H:32]([OH:36])[CH2:31][CH2:30][CH2:29]2. Reported procedure: To an oven-dried 2 L round-bottomed flask equipped with an argon inlet/outlet and magnetic stirring was added (R)-2-methyl-CBS-oxazaborolidine (7.4 mL of a 1 M solution in toluene, 7.4 mmol, Aldrich). Toluene (190 mL) was added and the reaction mixture was cooled in an ice-salt bath (bath temp.=−10° C). BH3—SMe2 was added (17 mL, 180 mmol, Aldrich), then 5-oxo-5,6,7,8-tetrahydro-naphthalene-2-carboxylic acid methyl ester (30 g, 150 mmol, Albany Molecular) in 200 mL of THF was added over 5 h usin...